The task is: describe an organic reaction: reactants, conditions, products, and yield. This data is from the Open Reaction Database (ORD), a public repository of structured organic reaction records. Starting materials: C(C)(C)(C)OC(=O)N[C@H](C=O)C[C@H](CCO[Si](C(C)C)(C(C)C)C(C)C)C (2(S)-tert-butoxycarbonylamino-4(R)-methyl-6-triisopropylsilyloxyhexanal), 72n, C[C@H]1CC(=O)OC1 ((S)-3-methylbutyrolactone). Product: C(CCC)NC(C(C[C@@H]([C@H](C[C@H](CCO[Si](C(C)C)(C(C)C)C(C)C)C)NC(=O)OC(C)(C)C)O)=C)=O (5(S)-Tert-butoxycarbonylamino-4(S)-hydroxy-7(R)-methyl-2-methylene-9-triisopropylsilyloxynonanoic acid (N-butyl)amide). Reaction SMILES: [C:1]([O:5][C:6]([NH:8][C@@H:9]([CH2:12][C@@H:13]([CH3:27])[CH2:14][CH2:15][O:16][Si:17]([CH:24]([CH3:26])[CH3:25])([CH:21]([CH3:23])[CH3:22])[CH:18]([CH3:20])[CH3:19])[CH:10]=[O:11])=[O:7])([CH3:4])([CH3:3])[CH3:2].[CH3:28][C@@H:29]1[CH2:34][O:33]C(=O)[CH2:30]1>>[CH2:9]([NH:8][C:34](=[O:33])[C:29](=[CH2:30])[CH2:28][C@H:10]([OH:11])[C@@H:9]([NH:8][C:6]([O:5][C:1]([CH3:3])([CH3:4])[CH3:2])=[O:7])[CH2:12][C@@H:13]([CH3:27])[CH2:14][CH2:15][O:16][Si:17]([CH:18]([CH3:19])[CH3:20])([CH:21]([CH3:23])[CH3:22])[CH:24]([CH3:26])[CH3:25])[CH2:12][CH2:13][CH3:14]. Procedure: In a manner analogous to that described in Example 72g), the title compound is obtained starting from 3.2 g of 2(S)-tert-butoxycarbonylamino-4(R)-methyl-6-triisopropylsilyloxyhexanal (Rf (D)=0.36), which is prepared by processes analogous to those described in Examples 72h to 72n), starting from (S)-3-methylbutyrolactone, and is purified by FC over 400 g of silica gel (mobile phase gradient from E to B), the two stereoisomers being separated. This gives the title compound (diastereomer I): Rf (A... The reactants are CC(=O)C1=CC=C(C=C1)F (4-Fluoroacetophenone), C(C1=CC=CC=C1)OC=1C=C2C=CC(=CC2=CC1)O (6-benzyloxy-2-naphthol), C([O-])([O-])=O.[K+].[K+] (potassium carbonate), C(CC(O)(C(=O)O)CC(=O)O)(=O)O (citric acid). The solvent is CN(C(C)=O)C (N,N-dimethylacetamide). Reaction conditions: temperature 150 celsius, time 5 hour. The product is C(C1=CC=CC=C1)OC=1C=C2C=CC(=CC2=CC1)OC1=CC=C(C=C1)C(C)=O (1-(4-(6-benzyloxy-2-naphthyloxy)phenyl)ethan-1-one). Yield: 96.0%. Reaction SMILES: [CH3:1][C:2]([C:4]1[CH:9]=[CH:8][C:7](F)=[CH:6][CH:5]=1)=[O:3].[CH2:11]([O:18][C:19]1[CH:20]=[C:21]2[C:26](=[CH:27][CH:28]=1)[CH:25]=[C:24]([OH:29])[CH:23]=[CH:22]2)[C:12]1[CH:17]=[CH:16][CH:15]=[CH:14][CH:13]=1.C(=O)([O-])[O-].[K+].[K+].C(O)(=O)CC(CC(O)=O)(C(O)=O)O>CN(C)C(=O)C>[CH2:11]([O:18][C:19]1[CH:20]=[C:21]2[C:26](=[CH:27][CH:28]=1)[CH:25]=[C:24]([O:29][C:7]1[CH:8]=[CH:9][C:4]([C:2](=[O:3])[CH3:1])=[CH:5][CH:6]=1)[CH:23]=[CH:22]2)[C:12]1[CH:13]=[CH:14][CH:15]=[CH:16][CH:17]=1 |f:2.3.4|. Reported procedure: 4-Fluoroacetophenone (969 μl, 8.00 mmol) was added to dry N,N-dimethylacetamide (12 ml) solution of 6-benzyloxy-2-naphthol (500 mg, 2.00 mmol) and potassium carbonate (553 mg, 4.00 mmol) in nitrogen atmosphere and stirred at 150° C. for 5 hours. After completing the reaction, 10% citric acid was added to the reaction liquid, extracted with methylene chloride, washed with water, dried with magnesium sulfate and concentrated. The obtained residue was purified by silica gel chromatography to obtain... Reactants: CC(C)(C)OC(=O)N1CCC(CN2CCNCC2=O)CC1, CC#N, CCN(C(C)C)C(C)C, O=S(=O)(Cl)c1cc2ccc(Cl)cc2s1, ClCCl. Product: CC(C)(C)OC(=O)N1CCC(CN2CCN(S(=O)(=O)c3cc4ccc(Cl)cc4s3)CC2=O)CC1. RXN SMILES: [C:1]([CH3:2])([CH3:3])([CH3:4])[O:5][C:6](=[O:7])[N:8]1[CH2:9][CH2:10][CH:11]([CH2:14][N:15]2[C:16](=[O:21])[CH2:17][NH:18][CH2:19][CH2:20]2)[CH2:12][CH2:13]1.[CH3:48][C:49]#[N:50].[CH:22]([N:23]([CH:24]([CH3:25])[CH3:26])[CH2:27][CH3:28])([CH3:29])[CH3:30].[Cl:31][c:32]1[cH:33][cH:34][c:35]2[c:36]([s:37][c:38]([S:40](=[O:41])(=[O:42])[Cl:43])[cH:39]2)[cH:44]1.[Cl:45][CH2:46][Cl:47]>>[C:1]([CH3:2])([CH3:3])([CH3:4])[O:5][C:6](=[O:7])[N:8]1[CH2:9][CH2:10][CH:11]([CH2:14][N:15]2[C:16](=[O:21])[CH2:17][N:18]([S:40]([c:38]3[s:37][c:36]4[c:35]([cH:34][cH:33][c:32]([Cl:31])[cH:44]4)[cH:39]3)(=[O:41])=[O:42])[CH2:19][CH2:20]2)[CH2:12][CH2:13]1. Reactants: BrC1=CC=C(C=C1)C(CC(=O)C=1C=CC(N(C1)CCOC)=O)C1=C(C=CC=C1)C (5-[3-(4-bromo-phenyl)-3-o-tolyl-propionyl]-1-(2-methoxy-ethyl)-1H-pyridin-2-one), Cl.NO (hydroxylamine hydrochloride), C(=O)(O)[O-].[Na+] (NaHCO3). Yields the product BrC1=CC=C(C=C1)C(C\C(=N/O)\C=1C=CC(N(C1)CCOC)=O)C1=C(C=CC=C1)C (5-{3-(4-Bromo-phenyl)-1-[(E)-hydroxyimino]-3-o-tolyl-propyl}-1-(2-methoxy-ethyl)-1H-pyridin-2-one). RXN SMILES: [Br:1][C:2]1[CH:7]=[CH:6][C:5]([CH:8]([C:23]2[CH:28]=[CH:27][CH:26]=[CH:25][C:24]=2[CH3:29])[CH2:9][C:10]([C:12]2[CH:13]=[CH:14][C:15](=[O:22])[N:16]([CH2:18][CH2:19][O:20][CH3:21])[CH:17]=2)=O)=[CH:4][CH:3]=1.Cl.[NH2:31][OH:32].C([O-])(O)=O.[Na+]>>[Br:1][C:2]1[CH:7]=[CH:6][C:5]([CH:8]([C:23]2[CH:28]=[CH:27][CH:26]=[CH:25][C:24]=2[CH3:29])[CH2:9]/[C:10](/[C:12]2[CH:13]=[CH:14][C:15](=[O:22])[N:16]([CH2:18][CH2:19][O:20][CH3:21])[CH:17]=2)=[N:31]\[OH:32])=[CH:4][CH:3]=1 |f:1.2,3.4|. Procedure details: In analogy to example 151, step 3, 5-[3-(4-bromo-phenyl)-3-o-tolyl-propionyl]-1-(2-methoxy-ethyl)-1H-pyridin-2-one was reacted with hydroxylamine hydrochloride in the presence of NaHCO3 to give the title compound as a colorless amorphous solid, MS (ESI+): m/z=469.2 [M+H]+. Starting materials: [H-].[Na+] (sodium hydride), COP(=O)(OC)CC(=O)OC(C)(C)C (tert-butyl dimethoxyphosphorylacetate), C(CC)C(C(CC(=O)O)O)CC=C (4-Propyl-3-hydroxyhept-6-enoic acid), C(C)(=O)[O-].[K+] (potassium acetate), ice water. The solvent is O1CCCC1 (tetrahydrofuran), C(C)(=O)OC(C)=O (acetic anhydride), CCCCC (n-pentane). Run at time 2 hour. The product is C(CC)C=1C[C@H]2CC([C@H]2C1)=CC(=O)OC(C)(C)C (Tert-butyl(±)-(1S,5R)-3-propyl-bicyclo[3.2.0]hept-3-en-6-ylideneacetate). RXN SMILES: [CH2:1]([CH:4]([CH2:11][CH:12]=[CH2:13])[CH:5](O)[CH2:6][C:7](O)=O)[CH2:2][CH3:3].C([O-])(=O)C.[K+].[H-].[Na+].COP([CH2:27][C:28]([O:30][C:31]([CH3:34])([CH3:33])[CH3:32])=[O:29])(OC)=O>C(OC(=O)C)(=O)C.O1CCCC1.CCCCC>[CH2:1]([C:4]1[CH2:11][C@@H:12]2[C@H:6]([CH:5]=1)[C:7](=[CH:27][C:28]([O:30][C:31]([CH3:34])([CH3:33])[CH3:32])=[O:29])[CH2:13]2)[CH2:2][CH3:3] |f:1.2,3.4|. Reported procedure: 4-Propyl-3-hydroxyhept-6-enoic acid (2.79 g, 15.0 mmol) was dissolved in acetic anhydride (13 mL). To the solution, potassium acetate (3.52 g, 36.0 mmol) was added, and the mixture was stirred at room temperature for 2 hours. The reaction solution was heated to 120° C. and stirred for 3 hours. To the reaction solution, ice water and n-pentane were then added, and this mixture was stirred overnight at room temperature. Saturated saline was added thereto, and the mixture was separated into aqueous... Starting materials: CC(C)(C)OC(=O)NCCc1nc2ccc(Cl)cc2n1CCO, Cc1ccc(S(=O)(=O)Cl)cc1, c1ccncc1. Yields the product Cc1ccc(S(=O)(=O)OCCn2c(CCNC(=O)OC(C)(C)C)nc3ccc(Cl)cc32)cc1. RXN SMILES: [OH:1][CH2:2][CH2:3][n:4]1[c:5]([CH2:14][CH2:15][NH:16][C:17](=[O:18])[O:19][C:20]([CH3:21])([CH3:22])[CH3:23])[n:6][c:7]2[c:8]1[cH:9][c:10]([Cl:13])[cH:11][cH:12]2.[c:24]1([CH3:34])[cH:25][cH:26][c:27]([S:30](=[O:31])(=[O:32])[Cl:33])[cH:28][cH:29]1.[cH:35]1[cH:36][cH:37][n:38][cH:39][cH:40]1>>[O:1]([CH2:2][CH2:3][n:4]1[c:5]([CH2:14][CH2:15][NH:16][C:17](=[O:18])[O:19][C:20]([CH3:21])([CH3:22])[CH3:23])[n:6][c:7]2[c:8]1[cH:9][c:10]([Cl:13])[cH:11][cH:12]2)[S:30]([c:27]1[cH:26][cH:25][c:24]([CH3:34])[cH:29][cH:28]1)(=[O:31])=[O:32]. Conditions: time 1.5 hour. Reagents/catalysts: [O-2].[O-2].[O-2].[Cr+6] (chromium trioxide). The solvent is C(C)(=O)O (acetic acid), C(C)(=O)O (acetic acid). Reactants: COC=1C=C2CCOC(C2=CC1OC)(CCC(=O)O)C (6,7-dimethoxy-1-methylisochroman propionic acid), O (water), O (water). Reported procedure: A solution of chromium trioxide (25.7 g) is a mixture of acetic acid (120 ml) and water (35 ml) is added dropwise to a solution of 6,7-dimethoxy-1-methylisochroman propionic acid (27.0 g), described in Example 16, in acetic acid (140 ml) keeping the temperature of the mixture below 20° C. The mixture is kept at room temperature for 1.5 hr. and then poured into water and extracted with chloroform. The extracts are thoroughly washed with water, dried and evaporated. The residue is crystallized fro... RXN SMILES: [OH2:1].[CH3:2][O:3][C:4]1[CH:5]=[C:6]2[C:11](=[CH:12][C:13]=1[O:14][CH3:15])[C:10]([CH3:21])([CH2:16][CH2:17][C:18]([OH:20])=[O:19])[O:9][CH2:8][CH2:7]2>C(O)(=O)C.[O-2].[O-2].[O-2].[Cr+6]>[CH3:2][O:3][C:4]1[CH:5]=[C:6]2[C:11](=[CH:12][C:13]=1[O:14][CH3:15])[C:10]([CH3:21])([CH2:16][CH2:17][C:18]([OH:20])=[O:19])[O:9][CH2:8][C:7]2=[O:1] |f:3.4.5.6|. Product: COC=1C=C2C(COC(C2=CC1OC)(CCC(=O)O)C)=O (6,7-Dimethoxy-1-methyl-4 -oxo-1-isochromanpropionic acid). Reactants: CCOC(=O)CC(C)=O, Cc1ccccc1, Nc1ccc(SC(F)(F)F)cc1. The product is CC(=O)CC(=O)Nc1ccc(SC(F)(F)F)cc1. Reaction SMILES: [C:13]([CH2:14][C:15](=[O:16])[CH3:17])(=[O:18])[O:19][CH2:20][CH3:21].[CH3:22][c:23]1[cH:24][cH:25][cH:26][cH:27][cH:28]1.[F:1][C:2]([S:3][c:4]1[cH:5][cH:6][c:7]([NH2:8])[cH:9][cH:10]1)([F:11])[F:12]>>[F:1][C:2]([S:3][c:4]1[cH:5][cH:6][c:7]([NH:8][C:13]([CH2:14][C:15](=[O:16])[CH3:17])=[O:18])[cH:9][cH:10]1)([F:11])[F:12]. Reactants: O=C(CC(CC1=C(C=C(C(=C1)F)F)F)N)N1CC=2N(CC1)C(=NN2)C(F)(F)F (4-oxo-4-[3-(trifluoromethyl)-5,6-dihydro[1,2,4]triazolo[4,3-a]pyrazin-7(8H)-yl]-1-(2,4,5-trifluorophenyl)butan-2-amine), three, C(=O)O (formic acid), CC(C)O (IPA), O.C(C1=CC=CC=C1)(=O)[C@]([C@](C(=O)O)(O)C(C1=CC=CC=C1)=O)(O)C(=O)O (Dibenzoyl-L-tartaric acid monohydrate). Run in CO (methanol). Reaction conditions: temperature 62.5 celsius, time 60 minute. The product is O=C(C[C@H](CC1=C(C=C(C(=C1)F)F)F)N)N1CC=2N(CC1)C(=NN2)C(F)(F)F ((2S)-4-oxo-4-[3-(trifluoromethyl)-5,6-dihydro[1,2,4]triazolo[4,3-a]pyrazin-7(8H)-yl]-1-(2,4,5-trifluorophenyl)butan-2-amine). RXN SMILES: CC(O)C.O.C([C@@](C(O)=O)(O)[C@@](C(=O)C1C=CC=CC=1)(O)C(O)=O)(=O)C1C=CC=CC=1.[O:32]=[C:33]([N:47]1[CH2:52][CH2:51][N:50]2[C:53]([C:56]([F:59])([F:58])[F:57])=[N:54][N:55]=[C:49]2[CH2:48]1)[CH2:34][CH:35]([NH2:46])[CH2:36][C:37]1[CH:42]=[C:41]([F:43])[C:40]([F:44])=[CH:39][C:38]=1[F:45].C(O)=O>CO>[O:32]=[C:33]([N:47]1[CH2:52][CH2:51][N:50]2[C:53]([C:56]([F:59])([F:58])[F:57])=[N:54][N:55]=[C:49]2[CH2:48]1)[CH2:34][C@@H:35]([NH2:46])[CH2:36][C:37]1[CH:42]=[C:41]([F:43])[C:40]([F:44])=[CH:39][C:38]=1[F:45] |f:1.2|. Procedure: In a 50 mL three neck flask IPA (5 mL) and Dibenzoyl-L-tartaric acid monohydrate (0.925 g) were taken. It was heated to 60-65° C. 4-oxo-4-[3-(trifluoromethyl)-5,6-dihydro[1,2,4]triazolo[4,3-a]pyrazin-7(8H)-yl]-1-(2,4,5-trifluorophenyl)butan-2-amine (2.0 g, % purity-93.8%) dissolved in methanol (6 mL) and formic acid (0.112 g) was added into reaction mixture at 60-65. It was stirred for 60 min. at 60-65° C. Solid salt was precipitated. It was gradually cooled to room temperature over a period of ...